Dataset: the Open Reaction Database (ORD), a public repository of structured organic reaction records. Task: describe an organic reaction: reactants, conditions, products, and yield Reactants: C1CCOC1, C#CCBr, C1CNCCN1, O. Yields the product C#CCN1CCNCC1. Reaction SMILES: [CH2:11]1[O:12][CH2:13][CH2:14][CH2:15]1.[CH2:1]([C:2]#[CH:3])[Br:4].[CH2:5]1[CH2:6][NH:7][CH2:8][CH2:9][NH:10]1.[OH2:16]>>[CH2:1]([C:2]#[CH:3])[N:7]1[CH2:6][CH2:5][NH:10][CH2:9][CH2:8]1. Reactants: BrC1=C(C=C(C#N)C=C1)C (4-bromo-3-methylbenzonitrile), [F-].[K+] (potassium fluoride), N1CCOCC1 (morpholine). The solvent is CN(C=O)C (N,N-dimethylformamide). Reaction conditions: temperature 145 celsius. Product: CC=1C=C(C#N)C=CC1N1CCOCC1 (3-Methyl-4-morpholinobenzonitrile). The yield is 11.5%. Reaction SMILES: Br[C:2]1[CH:9]=[CH:8][C:5]([C:6]#[N:7])=[CH:4][C:3]=1[CH3:10].[F-].[K+].[NH:13]1[CH2:18][CH2:17][O:16][CH2:15][CH2:14]1>CN(C)C=O>[CH3:10][C:3]1[CH:4]=[C:5]([CH:8]=[CH:9][C:2]=1[N:13]1[CH2:18][CH2:17][O:16][CH2:15][CH2:14]1)[C:6]#[N:7] |f:1.2|. Procedure: To a solution of 4-bromo-3-methylbenzonitrile (11 g, 56 mmol) and potassium fluoride (3.3 g, 56 mmol) in anhydrous N,N-dimethylformamide (150 mL) was added morpholine (15 g, 170 mmol) and the reaction was heated at 145° C. for 4 days. The solvent was evaporated in to vacuo and the residue was partitioned between diethyl ether and water. The phases was separated and the organic phase was dried (Na2SO4), filtered and evaporated in vacuo. Purification on a silica gel column using toluene followed b... Starting materials: [N-]=[N+]=[N-].[Na+] (sodium azide), FC=1C=C(N)C=C(C1)F (3,5-Difluoroaniline), Cl (hydrochloric acid), [N+](=O)([O-])[O-].[Na+] (sodium nitrate). Solvent: O (water), O (water), O (water). Conditions: temperature 0 celsius, time 10 minute. Product: FC=1C=C(C=C(C1)F)N=[N+]=[N-] (3,5-Difluorophenyl azide). Yield: 90.3%. As a reaction SMILES: [F:1][C:2]1[CH:3]=[C:4]([CH:6]=[C:7]([F:9])[CH:8]=1)[NH2:5].Cl.[N+]([O-])([O-])=O.[Na+].[N-:16]=[N+:17]=[N-].[Na+]>O>[F:1][C:2]1[CH:3]=[C:4]([N:5]=[N+:16]=[N-:17])[CH:6]=[C:7]([F:9])[CH:8]=1 |f:2.3,4.5|. Procedure details: 3,5-Difluoroaniline (64.5 g, 0.5 mol) is added to a solution of water (206 ml) and concentrated hydrochloric acid (116 ml). The resulting solution is stirred for 10 minutes and cooled to 0° C. A solution of sodium nitrate (37.4 g, 0.54 mol) in water (125 ml) is added in a dropwise manner. After being stirred for one hour, the mixture is filtered and the filtrate is cooled to 0° C. A solution of sodium azide (40.2 g, 0.62 mol) in water (125 ml) is added in a dropwise manner, and stirring is allow... Reactants: COC=1C=C(C=C(C1OC)OC)CC1C(=O)OCC1CC1=CC(=C(C(=C1)OC)OC)OC (2,3-bis[1-(3,4,5-trimethoxyphenyl)methyl]butanolide), ferric perchlorate, ClCCl (dichloromethane), FC(C(=O)O)(F)F (trifluoroacetic acid). The solvent is C(C)(=O)OCC (ethyl acetate). Conditions: time 19 hour. Product: COC=1C(=C(C2=C(CC3C(C(OC3)=O)CC3=C2C(=C(C(=C3)OC)OC)OC)C1)OC)OC (3a,4,13,13a-tetrahydro-6,7,8,9,10,11-hexamethoxydibenzo[4,5:6,7]-cycloocta[1,2-c]furan-1(3H)-one), solid. The yield is 57.0%. RXN SMILES: ClCCl.FC(F)(F)C(O)=O.[CH3:11][O:12][C:13]1[CH:14]=[C:15]([CH2:23][CH:24]2[CH:29]([CH2:30][C:31]3[CH:36]=[C:35]([O:37][CH3:38])[C:34]([O:39][CH3:40])=[C:33]([O:41][CH3:42])[CH:32]=3)[CH2:28][O:27][C:25]2=[O:26])[CH:16]=[C:17]([O:21][CH3:22])[C:18]=1[O:19][CH3:20]>C(OCC)(=O)C>[CH3:42][O:41][C:33]1[C:34]([O:39][CH3:40])=[C:35]([O:37][CH3:38])[C:36]2[C:14]3[C:13]([O:12][CH3:11])=[C:18]([O:19][CH3:20])[C:17]([O:21][CH3:22])=[CH:16][C:15]=3[CH2:23][CH:24]3[C:25](=[O:26])[O:27][CH2:28][CH:29]3[CH2:30][C:31]=2[CH:32]=1. Procedure: Dissolved in a mixture consisting of 0.5 ml of dichloromethane and 0.05 ml of trifluoroacetic acid were 50 mg (0.112 mmol) of 2,3-bis[1-(3,4,5-trimethoxyphenyl)methyl]butanolide. The solution was added with 150 mg (0.32 mmol) of ferric perchlorate, followed by stirring at room temperature for 19 hours. The reaction mixture was dissolved in 10 ml of ethyl acetate. The resulting solution was washed successively with 2N-HCl, water and saturated NaHCO3. The organic layer was then dried over anhydrou... Starting materials: ClC1=NC=CC(=C1)C1=NC(=CC(=C1)C1=CC=C(C=C1)C(F)(F)F)C (2′-chloro-6-methyl-4-(4-trifluoromethyl-phenyl)-[2,4′]bipyridinyl), C(C)(C)(C)NS(=O)(=O)C=1C=C(C=CC1)B(O)O (3-(tert-butylsulfamoyl)-benzeneboronic acid). The product is C(C)(C)(C)NS(=O)(=O)C1=CC(=CC=C1)C1=NC=CC(=C1)C1=NC(=CC(=C1)C1=CC=C(C=C1)C(F)(F)F)C (N-tert-Butyl-3-[6-methyl-4-(4-trifluoromethyl-phenyl)-[2,4′]bipyridinyl-2′-yl]-benzenesulfonamide), solid. Isolated yield 95.0%. Reaction SMILES: Cl[C:2]1[CH:7]=[C:6]([C:8]2[CH:13]=[C:12]([C:14]3[CH:19]=[CH:18][C:17]([C:20]([F:23])([F:22])[F:21])=[CH:16][CH:15]=3)[CH:11]=[C:10]([CH3:24])[N:9]=2)[CH:5]=[CH:4][N:3]=1.[C:25]([NH:29][S:30]([C:33]1[CH:34]=[C:35](B(O)O)[CH:36]=[CH:37][CH:38]=1)(=[O:32])=[O:31])([CH3:28])([CH3:27])[CH3:26]>>[C:25]([NH:29][S:30]([C:33]1[CH:34]=[CH:35][CH:36]=[C:37]([C:2]2[CH:7]=[C:6]([C:8]3[CH:13]=[C:12]([C:14]4[CH:19]=[CH:18][C:17]([C:20]([F:23])([F:22])[F:21])=[CH:16][CH:15]=4)[CH:11]=[C:10]([CH3:24])[N:9]=3)[CH:5]=[CH:4][N:3]=2)[CH:38]=1)(=[O:32])=[O:31])([CH3:28])([CH3:26])[CH3:27]. Reported procedure: The title compound was prepared from 2′-chloro-6-methyl-4-(4-trifluoromethyl-phenyl)-[2,4′]bipyridinyl (example E.28) (0.200 g, 0.6 mmol) and commercially available 3-(tert-butylsulfamoyl)-benzeneboronic acid (0.177 g, 0.7 mmol) according to the general procedure VI. Obtained as an off-white solid (0.286 g, 95%). MS (ISP) 526.2 [(M+H)+]; mp 189° C. The reactants are COC=1C=C2CCOC(C2=CC1)(C(F)(F)F)C (6-Methoxy-1-methyl-1-trifluoromethylisochroman), Br (HBr). Run in C(C)(=O)O (acetic acid). Run at temperature 130 celsius, time 13 hour. Yields the product OC=1C=C2CCOC(C2=CC1)(C(F)(F)F)C (6-hydroxy-1-methyl-1-trifluoromethylisochroman). The yield is 99.5%. RXN SMILES: C[O:2][C:3]1[CH:4]=[C:5]2[C:10](=[CH:11][CH:12]=1)[C:9]([CH3:17])([C:13]([F:16])([F:15])[F:14])[O:8][CH2:7][CH2:6]2.Br>C(O)(=O)C>[OH:2][C:3]1[CH:4]=[C:5]2[C:10](=[CH:11][CH:12]=1)[C:9]([CH3:17])([C:13]([F:16])([F:14])[F:15])[O:8][CH2:7][CH2:6]2. Procedure: To a stirred solution of 6-Methoxy-1-methyl-1-trifluoromethylisochroman (71 g, 0.29 mol) in acetic acid (600 mL) was added aqueous 48% HBr (300 mL) and the mixture was stirred at 130° C. for 13 hr. After removing acetic acid in vacuo, the reaction mixture was treated with aqueous NaOH (8 M) until the pH became 5-6. The resultant solution was extracted with ethyl acetate (400 mL×2) and the combined ethyl acetate extracts were washed with brine(100 mL), dried over MgSO4, and concentrated in vacuo....